Dataset: the Open Reaction Database (ORD), a public repository of structured organic reaction records. Task: describe an organic reaction: reactants, conditions, products, and yield Starting materials: CCOCC, CCO, CSc1nc(Cl)c(C#N)c(Cl)n1, Nc1ccccc1. The product is CSc1nc(Cl)c(C#N)c(Nc2ccccc2)n1. RXN SMILES: [CH3:13][CH2:14][O:15][CH2:16][CH3:17].[CH3:25][CH2:26][OH:27].[Cl:1][c:2]1[n:3][c:4]([S:11][CH3:12])[n:5][c:6]([Cl:10])[c:7]1[C:8]#[N:9].[NH2:18][c:19]1[cH:20][cH:21][cH:22][cH:23][cH:24]1>>[c:2]1([NH:18][c:19]2[cH:20][cH:21][cH:22][cH:23][cH:24]2)[n:3][c:4]([S:11][CH3:12])[n:5][c:6]([Cl:10])[c:7]1[C:8]#[N:9]. Starting materials: FC1=C(C=C(OCC(=O)OCC)C=C1)C (ethyl 2-(4-fluoro-3-methylphenoxy)acetate), [OH-].[K+] (KOH). Solvent: O1CCOCC1 (dioxane). Reaction conditions: time 30 minute. Yields the product FC1=C(C=C(OCC(=O)O)C=C1)C (2-(4-Fluoro-3-methylphenoxy)acetic acid). Reaction SMILES: [F:1][C:2]1[CH:14]=[CH:13][C:5]([O:6][CH2:7][C:8]([O:10]CC)=[O:9])=[CH:4][C:3]=1[CH3:15].[OH-].[K+]>O1CCOCC1>[F:1][C:2]1[CH:14]=[CH:13][C:5]([O:6][CH2:7][C:8]([OH:10])=[O:9])=[CH:4][C:3]=1[CH3:15] |f:1.2|. Reported procedure: To the solution of ethyl 2-(4-fluoro-3-methylphenoxy)acetate (1.1 g, 5.1 mmol) in 10 mL dioxane was added 10 mL aqueous 5% KOH at 25° C. After being stirred for 30 min at room temperature the reaction was quenched by the addition of 12 mL of 1M aqueous HCl. The mixture was extracted ethyl acetate (2×40 mL) and the combined organic layers were washed with brine (2×30 mL). The solution was dried over Na2SO4 before being concentrated under reduced pressure. The crude product was used directly in th... Reactants: O.CC1=CSC=2NC(C(NC21)=O)=O (7-Methylthieno[2,3-b)pyrazine-2,3(1H,4H)-dione hydrate), I(=O)(=O)Cl.I(=O)(=O)Cl.C(C1=CC=CC=C1)[N+](C)(C)C (benzyltrimethylammonium dichloroiodate). Reagents/catalysts: [Cl-].[Zn+2].[Cl-] (zinc chloride). Solvent: C(C)(=O)O (acetic acid). Run at time 4.5 hour. The product is IC1=C(C2=C(NC(C(N2)=O)=O)S1)C (6-Iodo-7-methylthieno(2,3-b)pyrazine-2,3(1H,4H)-dione). The yield is 24.7%. RXN SMILES: O.[CH3:2][C:3]1[C:11]2[NH:10][C:9](=[O:12])[C:8](=[O:13])[NH:7][C:6]=2[S:5][CH:4]=1.[I:14](Cl)(=O)=O.I(Cl)(=O)=O.C([N+](C)(C)C)C1C=CC=CC=1>C(O)(=O)C.[Cl-].[Zn+2].[Cl-]>[I:14][C:4]1[S:5][C:6]2[NH:7][C:8](=[O:13])[C:9](=[O:12])[NH:10][C:11]=2[C:3]=1[CH3:2] |f:0.1,2.3.4,6.7.8|. Reported procedure: 7-Methylthieno[2,3-b)pyrazine-2,3(1H,4H)-dione hydrate (1.0 g, 5.0 mmol) was suspended in 60 ml of acetic acid and benzyltrimethylammonium dichloroiodate 95% (2.1 g, 5.75 mmol) and zinc chloride (1.64 g, 12.0 mmol) was added. The mixture was stirred for 4.5 h at room temperature, the precipitate was filtered off, washed with acetic acid, water and dried. The crude compound (1.13 g) was recrystallized from acetic acid/water and twice from ethanol to give 0.38 g (24%) of the title compound. Decomp... Starting materials: [Si](C)(C)(C(C)(C)C)OCCCCCCCC#CC1(C(CSC2=CC(=CC=C12)OC)(C)C1=CC=C(C=C1)OC)O (4-[9-(t-butyldimethylsilyloxy)-1-nonynyl]-4-hydroxy-7-methoxy-3-(4-methoxyphenyl)-3-methylthiochroman), C(#N)[BH3-].[Na+] (sodium cyanoborohydride), O (water). Reagents/catalysts: [I-].[Zn+2].[I-] (zinc iodide). Solvent: ClCCCl (1,2-dichloroethane). Reaction conditions: time 12 hour. The product is [Si](C)(C)(C(C)(C)C)OCCCCCCCC#CC1C(CSC2=CC(=CC=C12)OC)(C)C1=CC=C(C=C1)OC (4-[9-(t-butyldimethylsilyloxy)-1-nonynyl]-7-methoxy-3-(4-methoxyphenyl)-3-methylthiochroman). Yield: 50.3%. As a reaction SMILES: [Si:1]([O:8][CH2:9][CH2:10][CH2:11][CH2:12][CH2:13][CH2:14][CH2:15][C:16]#[C:17][C:18]1(O)[C:27]2[C:22](=[CH:23][C:24]([O:28][CH3:29])=[CH:25][CH:26]=2)[S:21][CH2:20][C:19]1([C:31]1[CH:36]=[CH:35][C:34]([O:37][CH3:38])=[CH:33][CH:32]=1)[CH3:30])([C:4]([CH3:7])([CH3:6])[CH3:5])([CH3:3])[CH3:2].C([BH3-])#N.[Na+].O>ClCCCl.[I-].[Zn+2].[I-]>[Si:1]([O:8][CH2:9][CH2:10][CH2:11][CH2:12][CH2:13][CH2:14][CH2:15][C:16]#[C:17][CH:18]1[C:27]2[C:22](=[CH:23][C:24]([O:28][CH3:29])=[CH:25][CH:26]=2)[S:21][CH2:20][C:19]1([C:31]1[CH:36]=[CH:35][C:34]([O:37][CH3:38])=[CH:33][CH:32]=1)[CH3:30])([C:4]([CH3:7])([CH3:6])[CH3:5])([CH3:2])[CH3:3] |f:1.2,5.6.7|. Procedure: To a solution of 4-[9-(t-butyldimethylsilyloxy)-1-nonynyl]-4-hydroxy-7-methoxy-3-(4-methoxyphenyl)-3-methylthiochroman (5.40 g, 9.49 mmol) in 1,2-dichloroethane (150 ml) were added zinc iodide (4.54 g, 14.23 mmol) and sodium cyanoborohydride (4.47 g, 71.17 mmol), which was then stirred at room temperature for 12 hours. After the reaction was completed, water was added to the reaction mixture, and the resulting mixture was extracted with ethyl acetate. The extract was dried over anhydrous magnesi...